Dataset: the Open Reaction Database (ORD), a public repository of structured organic reaction records. Task: describe an organic reaction: reactants, conditions, products, and yield Reactants: O (water), [H-].[Na+] (sodium hydride), C1(CCCCC1)N(CCO)C (2-[cyclohexyl(methyl)amino]ethanol), C(CCC)[Sn](CI)(CCCC)CCCC (tributyl-iodomethyl-tin). Run in O1CCCC1 (tetrahydrofuran), O1CCCC1 (tetrahydrofuran), C(C)(=O)OCC (Ethyl acetate). Reaction conditions: temperature 60 celsius, time 30 minute. Product: CN(C1CCCCC1)CCOC[Sn](CCCC)(CCCC)CCCC (N-Methyl-N-{2-[(tributylstannyl)methoxy]ethyl}cyclohexaneamine). The yield is 86.0%. RXN SMILES: [H-].[Na+].[CH:3]1([N:9]([CH3:13])[CH2:10][CH2:11][OH:12])[CH2:8][CH2:7][CH2:6][CH2:5][CH2:4]1.[CH2:14]([Sn:18]([CH2:25][CH2:26][CH2:27][CH3:28])([CH2:21][CH2:22][CH2:23][CH3:24])[CH2:19]I)[CH2:15][CH2:16][CH3:17].O>O1CCCC1.C(OCC)(=O)C>[CH3:13][N:9]([CH2:10][CH2:11][O:12][CH2:19][Sn:18]([CH2:14][CH2:15][CH2:16][CH3:17])([CH2:25][CH2:26][CH2:27][CH3:28])[CH2:21][CH2:22][CH2:23][CH3:24])[CH:3]1[CH2:8][CH2:7][CH2:6][CH2:5][CH2:4]1 |f:0.1|. Procedure details: To a mixture of sodium hydride (50%, 241 mg, 5.0 mmol) and tetrahydrofuran (20 ml) was added 2-[cyclohexyl(methyl)amino]ethanol (791 mg, 5.0 mmol) at 0° C. (external temperature). Then, the reaction mixture was stirred at 60° C. for 30 minutes. After the reaction mixture was cooled at 0° C. (external temperature), to the reaction mixture was added dropwise a solution of tributyl-iodomethyl-tin (2.2 g, 5.0 mmol) in tetrahydrofuran (5 ml), and the reaction mixture was stirred at 60° C. for 1 hour.... Reactants: C(C1=CC=CC=C1)N(CCC1=C(NC2=CC=C(C=C12)NC(=O)N1CCCC1)C1=CC(=CC(=C1)C)C)CCCCC1=CC=C(C=C1)NS(=O)(=O)C (pyrrolidine-1-carboxylic acid [3-(2-{benzyl-[4-(4-methanesulfonylaminophenyl)butyl]amino}ethyl)-2-(3,5-dimethylphenyl)-1H-indol-5-yl]-amide), [H][H] (hydrogen), C(C)(=O)O (acetic acid), solution. The reagents and catalysts are [OH-].[OH-].[Pd+2] (palladium hydroxide on carbon). The solvent is O1CCCC1 (tetrahydrofuran), CO (methanol), O (water). The product is CC=1C=C(C=C(C1)C)C=1NC2=CC=C(C=C2C1CCNCCCCC1=CC=C(C=C1)NS(=O)(=O)C)NC(=O)N1CCCC1 (pyrrolidine-1-carboxylic acid (2-(3,5-dimethylphenyl)-3-{2-[4-(4-methanesulfonylaminophenyl)butylamino]ethyl}-1H-indol-5-yl)amide). RXN SMILES: C([N:8]([CH2:36][CH2:37][CH2:38][CH2:39][C:40]1[CH:45]=[CH:44][C:43]([NH:46][S:47]([CH3:50])(=[O:49])=[O:48])=[CH:42][CH:41]=1)[CH2:9][CH2:10][C:11]1[C:19]2[C:14](=[CH:15][CH:16]=[C:17]([NH:20][C:21]([N:23]3[CH2:27][CH2:26][CH2:25][CH2:24]3)=[O:22])[CH:18]=2)[NH:13][C:12]=1[C:28]1[CH:33]=[C:32]([CH3:34])[CH:31]=[C:30]([CH3:35])[CH:29]=1)C1C=CC=CC=1.C(O)(=O)C.[H][H]>O1CCCC1.CO.[OH-].[OH-].[Pd+2].O>[CH3:34][C:32]1[CH:33]=[C:28]([C:12]2[NH:13][C:14]3[C:19]([C:11]=2[CH2:10][CH2:9][NH:8][CH2:36][CH2:37][CH2:38][CH2:39][C:40]2[CH:45]=[CH:44][C:43]([NH:46][S:47]([CH3:50])(=[O:49])=[O:48])=[CH:42][CH:41]=2)=[CH:18][C:17]([NH:20][C:21]([N:23]2[CH2:24][CH2:25][CH2:26][CH2:27]2)=[O:22])=[CH:16][CH:15]=3)[CH:29]=[C:30]([CH3:35])[CH:31]=1 |f:5.6.7|. Procedure details: To a stirred solution of pyrrolidine-1-carboxylic acid [3-(2-{benzyl-[4-(4-methanesulfonylaminophenyl)butyl]amino}ethyl)-2-(3,5-dimethylphenyl)-1H-indol-5-yl]-amide (16 mg in a mixture of 1 mL tetrahydrofuran and 3 mL methanol) was added 15 mg of 10% palladium hydroxide on carbon catalyst followed by acetic acid (0.015 mL of a 30% solution in water). The reaction flask was fitted with a hydrogen balloon, evacuated and recharged with hydrogen (3 times) and stirred at room temperature. After 25 mi... The reactants are FC1=C(C=C(C(=C1)OC)OC)F (1,2-difluoro-4,5-dimethoxybenzene), C[S-].[Na+] (sodium thiomethoxide), ice water, Cl (HCl). The solvent is CN(C=O)C (N,N-dimethylformamide). Product: COC1=C(C=C(C(=C1)SC)F)O (2-Methoxy-4-methylthio-5-fluoro-phenol). RXN SMILES: [F:1][C:2]1[CH:7]=[C:6]([O:8]C)[C:5]([O:10][CH3:11])=[CH:4][C:3]=1F.[CH3:13][S-:14].[Na+].Cl>CN(C)C=O>[CH3:11][O:10][C:5]1[CH:4]=[C:3]([S:14][CH3:13])[C:2]([F:1])=[CH:7][C:6]=1[OH:8] |f:1.2|. Procedure: To a solution of 1,2-difluoro-4,5-dimethoxybenzene (2.61 g, 15 mmol) in N,N-dimethylformamide (20 ml) was added sodium thiomethoxide (95%, 1.11 g, 15 mmol). The reaction was allowed to reflux for 3 hours and then was cooled to room temperature. The mixture was poured into 200 ml ice-water and neutralized with 2 N HCl. The aqueous layer was extracted with ethyl ether (2×100 ml), washed with water, dried over anhydrous sodium sulfate and filtered. The solvent was removed under vacuum to afford a m... Reactants: COC1=C(C=CC=C1)C=1N=CN(C1C=O)C (4-(2-methoxyphenyl)-1-methyl-1H-imidazole-5-carbaldehyde), C([O-])([O-])=O.[K+].[K+] (potassium carbonate), [O-][Mn](=O)(=O)=O.[K+] (KMnO4), [K] (potassium). Run in CC(=O)C (acetone), O (water). Conditions: time 24 hour. Yields the product COC1=C(C=CC=C1)C=1N=CN(C1C(=O)O)C (4-(2-methoxyphenyl)-1-methyl-1H-imidazole-5-carboxylic acid). Isolated yield 47.9%. Reaction SMILES: [CH3:1][O:2][C:3]1[CH:8]=[CH:7][CH:6]=[CH:5][C:4]=1[C:9]1[N:10]=[CH:11][N:12]([CH3:16])[C:13]=1[CH:14]=[O:15].C(=O)([O-])[O-:18].[K+].[K+].[K].[O-][Mn](=O)(=O)=O.[K+]>CC(C)=O.O>[CH3:1][O:2][C:3]1[CH:8]=[CH:7][CH:6]=[CH:5][C:4]=1[C:9]1[N:10]=[CH:11][N:12]([CH3:16])[C:13]=1[C:14]([OH:18])=[O:15] |f:1.2.3,5.6,^1:22|. Reported procedure: To a soln. of 4-(2-methoxyphenyl)-1-methyl-1H-imidazole-5-carbaldehyde (78 mg, 0.361 mmol) in acetone (5 ml) and water (1 ml) was added potassium carbonate (100 mg, 0.721 mmol). After potassium was dissolved, KMnO4 (123 mg, 0.776 mmol) was added at r.t. The mixture was stirred for 24 hrs. LC/MS showed the completion. The mixture was filtered through celite, washed w/water. The actone was evaporated from the filtrate which was extracted with EtOAc (2×). The aq. layer was acidified w/HOAc to PH=5,... The reactants are CC1CC(NC(=O)OCc2ccccc2)c2ccccc2N1, ClCCl, CN(C)c1ccc(C(=O)Cl)cc1, CCN(C(C)C)C(C)C, O. The product is CC1CC(NC(=O)OCc2ccccc2)c2ccccc2N1C(=O)c1ccc(N(C)C)cc1. Reaction SMILES: [CH2:1]([c:2]1[cH:3][cH:4][cH:5][cH:6][cH:7]1)[O:8][C:9]([NH:10][CH:11]1[CH2:12][CH:13]([CH3:21])[NH:14][c:15]2[cH:16][cH:17][cH:18][cH:19][c:20]21)=[O:22].[CH2:45]([Cl:46])[Cl:47].[CH3:32][N:33]([c:34]1[cH:35][cH:36][c:37]([C:38](=[O:39])[Cl:40])[cH:41][cH:42]1)[CH3:43].[CH:23]([N:24]([CH:25]([CH3:26])[CH3:27])[CH2:28][CH3:29])([CH3:30])[CH3:31].[OH2:44]>>[CH2:1]([c:2]1[cH:3][cH:4][cH:5][cH:6][cH:7]1)[O:8][C:9]([NH:10][CH:11]1[CH2:12][CH:13]([CH3:21])[N:14]([C:38]([c:37]2[cH:36][cH:35][c:34]([N:33]([CH3:32])[CH3:43])[cH:42][cH:41]2)=[O:39])[c:15]2[cH:16][cH:17][cH:18][cH:19][c:20]21)=[O:22]. Reactants: COC=1CCOCC1 (4-methoxy-3,6-dihydro-2H-pyran), ClC1=CC(=CC=C1)C(=O)OO (m-chloroperbenzoic acid), CO (methanol), CO (methanol). Reaction conditions: time 5 hour. The product is COC1(C(COCC1)O)OC (4,4-Dimethoxytetrahydro-2H-pyran-3-ol). As a reaction SMILES: [CH3:1][O:2][C:3]1[CH2:4][CH2:5][O:6][CH2:7][CH:8]=1.ClC1C=CC=C([C:16](OO)=[O:17])C=1.C[OH:21]>>[CH3:1][O:2][C:3]1([O:17][CH3:16])[CH2:4][CH2:5][O:6][CH2:7][CH:8]1[OH:21]. Procedure details: To a solution of 4-methoxy-3,6-dihydro-2H-pyran (5.00 g, 43.8 mmol) in methanol (100 mL) at 0° C. was dropwise added a solution of m-chloroperbenzoic acid (15.1 g, 87.6 mmol) in methanol (15 mL). After being stirred for 5 h, methanol was removed in vacuo and the white residue was dissolved in methylene chloride (300 mL). To the solution was added K2CO3. The resulting solution was stirred for 1 h and filtered through celite. The filtrate was evaporated in vacuo to provide the desired product whic... Starting materials: C, CCOC(C)=O, Cn1c(C(F)(F)F)cnc(-c2ccc(F)c([N+](=O)[O-])c2)c1=O, [H][H], [Pd]. The product is Cn1c(C(F)(F)F)cnc(-c2ccc(F)c(N)c2)c1=O. RXN SMILES: [C:25].[CH3:27][CH2:28][O:29][C:30](=[O:31])[CH3:32].[F:1][c:2]1[cH:3][cH:4][c:5](-[c:11]2[c:12](=[O:22])[n:13]([CH3:21])[c:14]([C:17]([F:18])([F:19])[F:20])[cH:15][n:16]2)[cH:6][c:7]1[N+:8]([O-:9])=[O:10].[H:23][H:24].[Pd:26]>>[F:1][c:2]1[cH:3][cH:4][c:5](-[c:11]2[c:12](=[O:22])[n:13]([CH3:21])[c:14]([C:17]([F:18])([F:19])[F:20])[cH:15][n:16]2)[cH:6][c:7]1[NH2:8].